This data is from the Open Reaction Database (ORD), a public repository of structured organic reaction records. The task is: describe an organic reaction: reactants, conditions, products, and yield The reactants are CCOCC (ether), NC1=C(C(=NN1C1=C(C=C(C=C1Cl)C(F)(F)F)Cl)C#N)I (5-amino-3-cyano-1-(2,6-dichloro-4-trifluoromethylphenyl)-4-iodopyrazole), C(O)([O-])=O.[Na+] (sodium hydrogen carbonate), CC1=C(C=CC=C1)B(O)O (2-methylphenylboronic acid). Reagents/catalysts: C=1C=CC(=CC1)[P](C=2C=CC=CC2)(C=3C=CC=CC3)[Pd]([P](C=4C=CC=CC4)(C=5C=CC=CC5)C=6C=CC=CC6)([P](C=7C=CC=CC7)(C=8C=CC=CC8)C=9C=CC=CC9)[P](C=1C=CC=CC1)(C=1C=CC=CC1)C=1C=CC=CC1 (tetrakis(triphenylphosphine)palladium(0)). Run in O (water), C1(=CC=CC=C1)C (toluene), C(C)O (ethanol). Yields the product NC1=C(C(=NN1C1=C(C=C(C=C1Cl)C(F)(F)F)Cl)C#N)C1=C(C=CC=C1)C (5-Amino-3-cyano-1-(2,6-dichloro-4-trifluoromethylphenyl)-4-(2-methylphenyl)pyrazole). As a reaction SMILES: [NH2:1][C:2]1[N:6]([C:7]2[C:12]([Cl:13])=[CH:11][C:10]([C:14]([F:17])([F:16])[F:15])=[CH:9][C:8]=2[Cl:18])[N:5]=[C:4]([C:19]#[N:20])[C:3]=1I.C(=O)([O-])O.[Na+].[CH3:27][C:28]1[CH:33]=[CH:32][CH:31]=[CH:30][C:29]=1B(O)O.CCOCC>C1(C)C=CC=CC=1.C(O)C.C1C=CC([P]([Pd]([P](C2C=CC=CC=2)(C2C=CC=CC=2)C2C=CC=CC=2)([P](C2C=CC=CC=2)(C2C=CC=CC=2)C2C=CC=CC=2)[P](C2C=CC=CC=2)(C2C=CC=CC=2)C2C=CC=CC=2)(C2C=CC=CC=2)C2C=CC=CC=2)=CC=1.O>[NH2:1][C:2]1[N:6]([C:7]2[C:12]([Cl:13])=[CH:11][C:10]([C:14]([F:17])([F:16])[F:15])=[CH:9][C:8]=2[Cl:18])[N:5]=[C:4]([C:19]#[N:20])[C:3]=1[C:29]1[CH:30]=[CH:31][CH:32]=[CH:33][C:28]=1[CH3:27] |f:1.2,^1:55,57,76,95|. Procedure details: To a rapidly stirred solution of 5-amino-3-cyano-1-(2,6-dichloro-4-trifluoromethylphenyl)-4-iodopyrazole (1 g) in toluene (6 ml) containing tetrakis(triphenylphosphine)palladium(0) (0.05 g) was added saturated aqueous sodium hydrogen carbonate solution (3 ml) and a solution of 2-methylphenylboronic acid (0.610 g) in ethanol (3 ml). The mixture was heated under reflux for 24 hours, cooled and then poured into ether (60 ml) and water (80 ml). The layers were separated and the aqueous phase extract... Starting materials: [N+](=O)([O-])C1=C(OCCC2=NC=CC=C2)C=CC=C1 (2-[2-(2-nitrophenoxy)ethyl]pyridine), S(=O)(=O)(OC)OC (dimethyl sulfate). Solvent: C(C)(=O)OCC (ethyl acetate). Run at time 4 hour. Product: COS(=O)(=O)[O-].C[N+]1=C(C=CC=C1)CCOC1=C(C=CC=C1)[N+](=O)[O-] (1-methyl-2-[2-(2-nitrophenoxy)ethyl]pyridinium methylsulfate). RXN SMILES: [N+:1]([C:4]1[CH:18]=[CH:17][CH:16]=[CH:15][C:5]=1[O:6][CH2:7][CH2:8][C:9]1[CH:14]=[CH:13][CH:12]=[CH:11][N:10]=1)([O-:3])=[O:2].[S:19]([O:24]C)([O:22][CH3:23])(=[O:21])=[O:20]>C(OCC)(=O)C>[CH3:23][O:22][S:19]([O-:24])(=[O:21])=[O:20].[CH3:23][N+:10]1[CH:11]=[CH:12][CH:13]=[CH:14][C:9]=1[CH2:8][CH2:7][O:6][C:5]1[CH:15]=[CH:16][CH:17]=[CH:18][C:4]=1[N+:1]([O-:3])=[O:2] |f:3.4|. Procedure: 4.88 g (20 mmol) of the compound from Step 3.1 was dissolved with agitation in 60 mL of ethyl acetate and to the solution was added 2.78 g (20 mmol) of dimethyl sulfate. A colorless precipitate formed gradually. The mixture was allowed to agitate for an additional 4 hours at room temperature after which it was filtered, and the filter cake was washed with a small amount of ethyl acetate and then dried at 40° C. under vacuum.